This data is from the Open Reaction Database (ORD), a public repository of structured organic reaction records. The task is: describe an organic reaction: reactants, conditions, products, and yield The reactants are FC=1C=C(C=CC1C1CNS(CC1)(=O)=O)N1C(O[C@H](C1)CNC(C)=O)=O (N-[[(5S)-3-[3-Fluoro-4-(tetrahydro-1,1-dioxido-2H-1,2-thiazin-4-yl)phenyl]-2-oxo-5-oxazolidinyl]methyl]acetamide), COC=1C=CC(=CC1)P2(=S)SP(=S)(S2)C=3C=CC(=CC3)OC (Lawesson's Reagent). Solvent: O1CCOCC1 (dioxane). Product: FC=1C=C(C=CC1C1CNS(CC1)(=O)=O)N1C(O[C@H](C1)CNC(C)=S)=O (N-[[(5S)-3-[3-fluoro-4-(tetrahydro-1,1-dioxido-2H-1,2-thiazin-4-yl)phenyl]-2-oxo-5-oxazolidinyl]methyl]ethanethioamide). Yield: 91.7%. RXN SMILES: [F:1][C:2]1[CH:3]=[C:4]([N:16]2[CH2:20][C@H:19]([CH2:21][NH:22][C:23](=O)[CH3:24])[O:18][C:17]2=[O:26])[CH:5]=[CH:6][C:7]=1[CH:8]1[CH2:13][CH2:12][S:11](=[O:15])(=[O:14])[NH:10][CH2:9]1.COC1C=CC(P2(SP(C3C=CC(OC)=CC=3)(=S)S2)=[S:36])=CC=1>O1CCOCC1>[F:1][C:2]1[CH:3]=[C:4]([N:16]2[CH2:20][C@H:19]([CH2:21][NH:22][C:23](=[S:36])[CH3:24])[O:18][C:17]2=[O:26])[CH:5]=[CH:6][C:7]=1[CH:8]1[CH2:13][CH2:12][S:11](=[O:15])(=[O:14])[NH:10][CH2:9]1. Procedure: N-[[(5S)-3-[3-Fluoro-4-(tetrahydro-1,1-dioxido-2H-1,2-thiazin-4-yl)phenyl]-2-oxo-5-oxazolidinyl]methyl]acetamide (180 mg, 0.47 mmol), Lawesson's Reagent (310 mg, 0.77 mmol) and dioxane (10 ml) are heated under reflux for 1 hr. After cooling, the solvent is evaporated and the residue chromatographed over silica gel (40 g) eluting with 2-4% methanol-chloroform gives the title compound as a foam (173 mg, 92%). HRMS(FAB): calcd for m+H=402.0957; Found: 402.0954. Reactants: N(=[N+]=[N-])CC(O)C1=C(C=CC(=C1)S(N)(=O)=O)OC ((−)-α-azidomethyl-2-methoxy-5-sulphamoylbenzenemethanol). The reagents and catalysts are [Pd] (palladium on charcoal). The solvent is C(C)O (ethanol). Conditions: time 3 hour. Yields the product NCC(O)C1=C(C=CC(=C1)S(N)(=O)=O)OC ((−)-α-aminomethyl-2-methoxy-5-sulphamoylbenzenemethanol). Yield: 95.4%. Reaction SMILES: [N:1]([CH2:4][CH:5]([C:7]1[CH:12]=[C:11]([S:13](=[O:16])(=[O:15])[NH2:14])[CH:10]=[CH:9][C:8]=1[O:17][CH3:18])[OH:6])=[N+]=[N-]>[Pd].C(O)C>[NH2:1][CH2:4][CH:5]([C:7]1[CH:12]=[C:11]([S:13](=[O:15])(=[O:16])[NH2:14])[CH:10]=[CH:9][C:8]=1[O:17][CH3:18])[OH:6]. Procedure: 11 g (0.040 mol) of (−)-α-azidomethyl-2-methoxy-5-sulphamoylbenzenemethanol, 500 ml of ethanol and 2.2 g of 10% palladium on charcoal are introduced into a 1-liter reactor. The reactor is closed and purged with nitrogen, and the mixture is stirred under 400 kPa of hydrogen at room temperature for 3 hours. The reaction mixture is then filtered through Whatman paper, the recovered catalyst is suspended in 200 ml of methanol and the mixture is heated to boiling for 30 minutes. It is then filtered t... The reactants are CC=1NC=CN1 (2-methylimidazole), C([O-])([O-])=O.[K+].[K+] (potassium carbonate), COC(CBr)=O (bromo acetic acid methyl ester). Solvent: CN(C)C=O (DMF). Product: COC(CN1C(=NC=C1)C)=O ((2-methyl-imidazol-1-yl)-acetic acid methyl ester). Yield: 47.0%. Reaction SMILES: [CH3:1][O:2][C:3](=[O:6])[CH2:4]Br.[CH3:7][C:8]1[NH:9][CH:10]=[CH:11][N:12]=1.C(=O)([O-])[O-].[K+].[K+]>CN(C=O)C>[CH3:1][O:2][C:3](=[O:6])[CH2:4][N:9]1[CH:10]=[CH:11][N:12]=[C:8]1[CH3:7] |f:2.3.4|. Procedure: 4 ml of bromo acetic acid methyl ester is dissolved in 30 ml DMF and 5.2 g of 2-methylimidazole and 11.2 g potassium carbonate are added. The reaction mixture is stirred at room temperature for several hours and then subjected to aqueous work up. After removal of the solvent the pure product is obtained by flash chromatography in 47 to 78% yield. Starting materials: Cl.FC1=CC2=C(N3C(S2)=NC(=C3)C)C=C1 (7-fluoro-2-methylimidazo[2,1-b]benzothiazole hydrochloride), P(=O)(Cl)(Cl)Cl (phosphorus oxychloride), CN(C=O)C (dimethylformamide), C([O-])([O-])=O.[Na+].[Na+] (sodium carbonate). Product: FC1=CC2=C(N3C(S2)=NCC3(C)C=O)C=C1 (7-fluoro-3-formyl-3-methylimidazo[2,1-b]benzothiazole). Run at temperature 60 celsius. Reaction SMILES: Cl.[F:2][C:3]1[CH:15]=[CH:14][C:6]2[N:7]3[CH:12]=[C:11](C)[N:10]=[C:8]3[S:9][C:5]=2[CH:4]=1.P(Cl)(Cl)(Cl)=O.[C:21](=[O:24])([O-])[O-].[Na+].[Na+].[CH3:27]N(C)C=O>>[F:2][C:3]1[CH:15]=[CH:14][C:6]2[N:7]3[C:12]([CH:21]=[O:24])([CH3:27])[CH2:11][N:10]=[C:8]3[S:9][C:5]=2[CH:4]=1 |f:0.1,3.4.5|. Reported procedure: The hydrochloride, 20.7 g, was added to 59.5 g of phosphorus oxychloride and 200 ml of dimethylformamide followed by heating at 60° C. for 3 hours. After completion of the reaction, the reaction solution was poured onto ice water containing sodium carbonate. The precipitated crystals were taken out by filtration and recrystallized from ethanol to give 8.77 g of 7-fluoro-3-formyl-3-methylimidazo[2,1-b]benzothiazole. Subsequently, the resulting formyl compound and 1.00 g of sodium borohydride were... Starting materials: N#Cc1ccc(Br)cc1F, Cc1ccccc1, C=C[Sn](CCCC)(CCCC)CCCC. Product: C=Cc1ccc(C#N)c(F)c1. RXN SMILES: [Br:1][c:2]1[cH:3][c:4]([F:10])[c:5]([C:6]#[N:7])[cH:8][cH:9]1.[CH3:26][c:27]1[cH:28][cH:29][cH:30][cH:31][cH:32]1.[CH:11](=[CH2:12])[Sn:13]([CH2:14][CH2:15][CH2:16][CH3:17])([CH2:18][CH2:19][CH2:20][CH3:21])[CH2:22][CH2:23][CH2:24][CH3:25]>>[c:2]1([CH:11]=[CH2:12])[cH:3][c:4]([F:10])[c:5]([C:6]#[N:7])[cH:8][cH:9]1.